Dataset: the Open Reaction Database (ORD), a public repository of structured organic reaction records. Task: describe an organic reaction: reactants, conditions, products, and yield Reactants: C1=CC=CC2=CC=CC=C12.BrC=1C=C2CCCC(C2=CC1)(C)C (6-bromo-1,2,3,4-tetrahydro-1,1-dimethylnaphthalene naphthalene), C1=CC=CC2=CC=CC=C12.BrC=1C=C2CCCC(C2=CC1)(C)C (6-bromo-1,2,3,4-tetrahydro-1,1-dimethylnaphthalene naphthalene), BrN1C(CCC1=O)=O (N-bromosuccinimide), C1=CC=CC2=CC=CC=C12.BrC=1C=C2CCCC(C2=CC1)(C)C (6-bromo-1,2,3,4-tetrahydro-1,1-dimethylnaphthalene naphthalene), BrC1=C(C2=CC=CC=C2C=C1)Br (dibromonaphthalene), C(C1=CC=CC=C1)(=O)OOC(C1=CC=CC=C1)=O (benzoylperoxide). The product is BrC1CCC(C2=CC=C(C=C12)Br)(C)C (4,6-dibromo-1,1-dimethyl-1,2,3,4-tetrahydronaphthalene). Reaction SMILES: C1C2C(=CC=CC=2)C=CC=1.[Br:11][C:12]1[CH:13]=[C:14]2[C:19](=[CH:20][CH:21]=1)[C:18]([CH3:23])([CH3:22])[CH2:17][CH2:16][CH2:15]2.[Br:24]C1C=CC2C(=CC=CC=2)C=1Br.BrN1C(=O)CCC1=O.C(OOC(=O)C1C=CC=CC=1)(=O)C1C=CC=CC=1>>[Br:24][CH:15]1[C:14]2[C:19](=[CH:20][CH:21]=[C:12]([Br:11])[CH:13]=2)[C:18]([CH3:23])([CH3:22])[CH2:17][CH2:16]1 |f:0.1|. Reported procedure: Employing the above-described procedure for the conversion of 6-bromo-1,2,3,4-tetrahydro-1,1-dimethylnaphthalene naphthalene (Compound F) to the dibromonaphthalene derivative (Compond I), 3.5 g (14.6 mmol) of (Compound F), 2.86 g (16.1 mmol) of N-bromosuccinimide and 150 mg (0.62 mmol ) of benzoylperoxide gave crude 4,6-dibromo-1,2,3,4-tetrahydro-1,1-dimethylnaphthalene (Compound I). To a solution of this crude dibromonaphthalene derivative (Compound I) in 50 ml of THF was added 5.38 g (47.1 mmo... RXN SMILES: [Br-].[F:2][C:3]1[CH:28]=[CH:27][C:6]([CH2:7][P+](C2C=CC=CC=2)(C2C=CC=CC=2)C2C=CC=CC=2)=[CH:5][CH:4]=1.[O:29]1[CH2:33][CH2:32][O:31][CH:30]1[CH2:34][CH2:35][C@H:36]1[CH2:41][CH2:40][C@H:39]([C@H:42]2[CH2:47][CH2:46][C@H:45]([CH:48]=O)[CH2:44][CH2:43]2)[CH2:38][CH2:37]1.C(OCC)C>COC(C)(C)C>[O:29]1[CH2:33][CH2:32][O:31][CH:30]1[CH2:34][CH2:35][C@H:36]1[CH2:41][CH2:40][C@H:39]([C@H:42]2[CH2:47][CH2:46][C@H:45]([CH:48]=[CH:7][C:6]3[CH:5]=[CH:4][C:3]([F:2])=[CH:28][CH:27]=3)[CH2:44][CH2:43]2)[CH2:38][CH2:37]1 |f:0.1|. Yields the product O1C(OCC1)CC[C@@H]1CC[C@H](CC1)[C@@H]1CC[C@H](CC1)C=CC1=CC=C(C=C1)F (β-[trans-4-[trans-4-(2-(1,3-dioxolan-2-yl)ethyl)cyclohexyl]cyclohexyl]-4-fluorostyrene). Run in COC(C)(C)C (tert.butyl methyl ether), COC(C)(C)C (tert.butyl methyl ether). Procedure details: 3 g of p-fluorobenzyl-triphenylphosphonium bromide (preparable from p-fluorobenzyl bromide and triphenylphosphine) are suspended in 50 ml of tert.butyl methyl ether. The suspension is treated at room temperature with 0.75 g of potassium tert.butylate and stirred for 1.5 hours. Subsequently, the mixture is treated dropwise at 0° C. within 5 minutes with a solution of 1.40 g of trans-4-[trans-4-[2-(1,3-dioxolan-2-yl)ethyl]cyclohexyl]cyclohexanecarboxaldehyde in 25 ml of tert.butyl methyl ether and... Starting materials: [Br-].FC1=CC=C(C[P+](C2=CC=CC=C2)(C2=CC=CC=C2)C2=CC=CC=C2)C=C1 (p-fluorobenzyl-triphenylphosphonium bromide), O1C(OCC1)CC[C@@H]1CC[C@H](CC1)[C@@H]1CC[C@H](CC1)C=O (trans-4-[trans-4-[2-(1,3-dioxolan-2-yl)ethyl]cyclohexyl]cyclohexanecarboxaldehyde), C(C)OCC (diethyl ether), potassium tert.butylate. Conditions: time 1.5 hour. As a reaction SMILES: [Br:23][N:24]1[C:25](=[O:26])[CH2:27][CH2:28][C:29]1=[O:30].[CH:31]([Cl:32])([Cl:33])[Cl:34].[F:1][c:2]1[cH:3][cH:4][c:5]([CH2:6][N:7]2[C:8](=[O:20])[c:9]3[n:10]([c:13](=[O:19])[cH:14][c:15]([OH:18])[c:16]3[OH:17])[CH2:11][CH2:12]2)[cH:21][cH:22]1>>[F:1][c:2]1[cH:3][cH:4][c:5]([CH2:6][N:7]2[C:8](=[O:20])[c:9]3[n:10]([c:13](=[O:19])[c:14]([Br:23])[c:15]([OH:18])[c:16]3[OH:17])[CH2:11][CH2:12]2)[cH:21][cH:22]1. Starting materials: O=C1CCC(=O)N1Br, ClC(Cl)Cl, O=C1c2c(O)c(O)cc(=O)n2CCN1Cc1ccc(F)cc1. Product: O=C1c2c(O)c(O)c(Br)c(=O)n2CCN1Cc1ccc(F)cc1. Starting materials: FC1=CC=C(C=C1)C(CCC1C(N(C1C1=CC=C(C=C1)OC)C1=CC=C(C=C1)O)=O)O (3-[3-(4-Fluorophenyl)-3-hydroxypropyl]-1-(4-hydroxyphenyl)-4-(4-methoxyphenyl)-azetidin-2-one), BrCC1=CC=C(C=C1)CBr (1,4-bisbromomethylbenzene), C([O-])([O-])=O.[K+].[K+] (potassium carbonate). Yields the product BrCC1=CC=C(COC2=CC=C(C=C2)N2C(C(C2C2=CC=C(C=C2)OC)CCC(O)C2=CC=C(C=C2)F)=O)C=C1 (1-[4-(4-bromomethylbenzyloxy)-phenyl]-3-[3-(4-fluorophenyl)-3-hydroxypropyl]-4-(4-methoxyphenyl)-azetidin-2-one). Reaction SMILES: [F:1][C:2]1[CH:7]=[CH:6][C:5]([CH:8]([OH:31])[CH2:9][CH2:10][CH:11]2[CH:14]([C:15]3[CH:20]=[CH:19][C:18]([O:21][CH3:22])=[CH:17][CH:16]=3)[N:13]([C:23]3[CH:28]=[CH:27][C:26]([OH:29])=[CH:25][CH:24]=3)[C:12]2=[O:30])=[CH:4][CH:3]=1.[Br:32][CH2:33][C:34]1[CH:39]=[CH:38][C:37]([CH2:40]Br)=[CH:36][CH:35]=1.C(=O)([O-])[O-].[K+].[K+]>>[Br:32][CH2:33][C:34]1[CH:39]=[CH:38][C:37]([CH2:40][O:29][C:26]2[CH:25]=[CH:24][C:23]([N:13]3[CH:14]([C:15]4[CH:20]=[CH:19][C:18]([O:21][CH3:22])=[CH:17][CH:16]=4)[CH:11]([CH2:10][CH2:9][CH:8]([C:5]4[CH:4]=[CH:3][C:2]([F:1])=[CH:7][CH:6]=4)[OH:31])[C:12]3=[O:30])=[CH:28][CH:27]=2)=[CH:36][CH:35]=1 |f:2.3.4|. Procedure details: 3-[3-(4-Fluorophenyl)-3-hydroxypropyl]-1-(4-hydroxyphenyl)-4-(4-methoxyphenyl)-azetidin-2-one was reacted with 1,4-bisbromomethylbenzene and potassium carbonate analogously to Example IV, giving a colorless solid (25) of molecular weight 604.52 (C33H31BrFNO4); MS (ESI): 605.2 (MH+). The reactants are C(C)(C)N(C(C)C)CC (N,N-diisopropylethylamine), ClC(Cl)(OC(OC(Cl)(Cl)Cl)=O)Cl (triphosgene), FC1=C(C#N)C=CC(=C1)C=1N=C(SC1)NC(CO)(C)C (2-fluoro-4-{2-[(2-hydroxy-1,1-dimethylethyl)amino]-1,3-thiazol-4-yl}benzonitrile). Solvent: C(Cl)Cl (methylene chloride), C(Cl)Cl (methylene chloride). Run at temperature 0 celsius, time 3 hour. Product: CC1(N(C(OC1)=O)C=1SC=C(N1)C1=CC(=C(C#N)C=C1)F)C (4-[2-(4,4-Dimethyl-2-oxo-1,3-oxazolidin-3-yl)-1,3-thiazol-4-yl]-2-fluorobenzonitrile). Isolated yield 95.5%. As a reaction SMILES: C(N(CC)C(C)C)(C)C.Cl[C:11](Cl)([O:13][C:14](=[O:20])OC(Cl)(Cl)Cl)Cl.[F:22][C:23]1[CH:30]=[C:29]([C:31]2[N:32]=[C:33]([NH:36][C:37](C)([CH3:40])[CH2:38]O)[S:34][CH:35]=2)[CH:28]=[CH:27][C:24]=1[C:25]#[N:26]>C(Cl)Cl>[CH3:38][C:37]1([CH3:40])[CH2:11][O:13][C:14](=[O:20])[N:36]1[C:33]1[S:34][CH:35]=[C:31]([C:29]2[CH:28]=[CH:27][C:24]([C:25]#[N:26])=[C:23]([F:22])[CH:30]=2)[N:32]=1. Procedure: N,N-diisopropylethylamine (1.4 mL, 7.9 mmol) and triphosgene (1.2 g, 3.9 mmol) in 20 mL of dry methylene chloride were added to a solution of 2-fluoro-4-{2-[(2-hydroxy-1,1-dimethylethyl)amino]-1,3-thiazol-4-yl}benzonitrile (955 mg, 3.3 mmol), prepared in the previous step, in 50 mL of dry methylene chloride at 0° C. The reaction was stirred at 0° C. for 3 h and then allowed to warm to room temperature. The reaction was washed with 1×100 mL of 2N HCl. The aqueous layer was extracted with methylen... The reactants are CCC(C)(C)C1CCC(Oc2ccc3cc(C4(C)COC(=O)N4)ccc3c2C(F)(F)F)CC1, CCO, [Li+], [OH-], O. Yields the product CCC(C)(C)C1CCC(Oc2ccc3cc(C(C)(N)CO)ccc3c2C(F)(F)F)CC1. RXN SMILES: [CH3:1][C:2]([CH2:3][CH3:4])([CH3:5])[CH:6]1[CH2:7][CH2:8][CH:9]([O:12][c:13]2[c:14]([C:30]([F:31])([F:32])[F:33])[c:15]3[cH:16][cH:17][c:18]([C:23]4([CH3:29])[NH:24][C:25](=[O:28])[O:26][CH2:27]4)[cH:19][c:20]3[cH:21][cH:22]2)[CH2:10][CH2:11]1.[CH3:35][CH2:36][OH:37].[Li+:38].[OH-:39].[OH2:34]>>[CH3:1][C:2]([CH2:3][CH3:4])([CH3:5])[CH:6]1[CH2:7][CH2:8][CH:9]([O:12][c:13]2[c:14]([C:30]([F:31])([F:32])[F:33])[c:15]3[cH:16][cH:17][c:18]([C:23]([NH2:24])([CH2:27][OH:26])[CH3:29])[cH:19][c:20]3[cH:21][cH:22]2)[CH2:10][CH2:11]1. The reactants are Cc1cnc(CCl)cn1, CN(C)C=O, [H-], [H][H], O=[N+]([O-])C=C1NCCN1, O. Yields the product Cc1cnc(CN2CCNC2=C[N+](=O)[O-])cn1. As a reaction SMILES: [CH3:13][c:14]1[n:15][cH:16][c:17]([CH2:20][Cl:21])[n:18][cH:19]1.[CH3:22][N:23]([CH3:24])[CH:25]=[O:26].[H-:10].[H:11][H:12].[N+:1](=[O:2])([O-:3])[CH:4]=[C:5]1[NH:6][CH2:7][CH2:8][NH:9]1.[OH2:27]>>[N+:1](=[O:2])([O-:3])[CH:4]=[C:5]1[N:6]([CH2:20][c:17]2[cH:16][n:15][c:14]([CH3:13])[cH:19][n:18]2)[CH2:7][CH2:8][NH:9]1. The reactants are Cl[Cu], O=C(O)c1cscc1Cl, [Na+], [Na+], [OH-], O, O=S([O-])O. Yields the product O=C(O)c1cscc1S(=O)(=O)O. Reaction SMILES: [Cl:18][Cu:19].[Cl:8][c:9]1[c:10]([C:14](=[O:15])[OH:16])[cH:11][s:12][cH:13]1.[Na+:2].[Na+:7].[OH-:1].[OH2:17].[S:3]([O-:4])([OH:5])=[O:6]>>[S:3](=[O:4])([OH:5])(=[O:6])[c:9]1[c:10]([C:14](=[O:15])[OH:16])[cH:11][s:12][cH:13]1. The reactants are CN(C)C=O, [Cl-], Clc1cnc2cc(Cl)c(Cl)cc2n1, [H-], [H][H], [Na+], [Na+], COC(=O)C(C)Oc1ccc(O)cc1. Yields the product COC(=O)C(C)Oc1ccc(Oc2cnc3cc(Cl)c(Cl)cc3n2)cc1. Reaction SMILES: [CH3:34][N:35]([CH3:36])[CH:37]=[O:38].[Cl-:33].[Cl:19][c:20]1[n:21][c:22]2[cH:23][c:24]([Cl:31])[c:25]([Cl:30])[cH:26][c:27]2[n:28][cH:29]1.[H-:15].[H:17][H:18].[Na+:16].[Na+:32].[OH:1][c:2]1[cH:3][cH:4][c:5]([O:6][CH:7]([C:8](=[O:9])[O:10][CH3:11])[CH3:12])[cH:13][cH:14]1>>[O:1]([c:2]1[cH:3][cH:4][c:5]([O:6][CH:7]([C:8](=[O:9])[O:10][CH3:11])[CH3:12])[cH:13][cH:14]1)[c:20]1[n:21][c:22]2[cH:23][c:24]([Cl:31])[c:25]([Cl:30])[cH:26][c:27]2[n:28][cH:29]1.